From a dataset of the Open Reaction Database (ORD), a public repository of structured organic reaction records. describe an organic reaction: reactants, conditions, products, and yield Procedure: A mixture of 162 (8.4 mmol), 3-fluoro-2-(1H-imidazol-2-yl)-pyridine (described above) (1.38 g, 8.4 mmol) and K2CO3 (1.17 g, 8.4 mmol) in DMF (6 ml) is stirred at room temperature overnight. To the mixture are added EtOAc (20 ml) and water (10 ml). The organic layer is separated and the aqueous layer is extracted with EtOAc (3×10 ml). The combined extracts are washed with brine (10 ml), dried (Na2SO4) and solvent evaporated. PTLC separation of the residue (5% MeOH in CH2Cl2) gives the product (16... The product is ClC1=NC=NC(=C1CCOC(C)=O)CN1C(=NC=C1)C1=NC=CC=C1F (Acetic Acid 2-{4-chloro-6-[2-(3-fluoro-pyridin-2-yl)-imidazol-1-ylmethyl]-pyrimidin-5-yl}-ethyl ester). Reactants: CCOC(=O)C (EtOAc), BrCC1=NC=NC(=C1CCOC(C)=O)Cl (acetic acid 2-(4-bromomethyl-6-chloro-pyrimidin-5-yl)-ethyl ester), FC=1C(=NC=CC1)C=1NC=CN1 (3-fluoro-2-(1H-imidazol-2-yl)-pyridine), C(=O)([O-])[O-].[K+].[K+] (K2CO3). Run in O (water), CN(C)C=O (DMF). Run at time 8 hour. Reaction SMILES: Br[CH2:2][C:3]1[C:8]([CH2:9][CH2:10][O:11][C:12](=[O:14])[CH3:13])=[C:7]([Cl:15])[N:6]=[CH:5][N:4]=1.[F:16][C:17]1[C:18]([C:23]2[NH:24][CH:25]=[CH:26][N:27]=2)=[N:19][CH:20]=[CH:21][CH:22]=1.C([O-])([O-])=O.[K+].[K+].CCOC(C)=O>CN(C=O)C.O>[Cl:15][C:7]1[C:8]([CH2:9][CH2:10][O:11][C:12](=[O:14])[CH3:13])=[C:3]([CH2:2][N:24]2[CH:25]=[CH:26][N:27]=[C:23]2[C:18]2[C:17]([F:16])=[CH:22][CH:21]=[CH:20][N:19]=2)[N:4]=[CH:5][N:6]=1 |f:2.3.4|. Starting materials: CC=1C=C(C(C(=O)O)=CC1)O (4-Methylsalicylic acid), CO (methanol), S(O)(O)(=O)=O (sulfuric acid). Yields the product CC=1C=C(C(C(=O)OC)=CC1)O (methyl 4-methylsalicylate). The yield is 90.0%. RXN SMILES: [CH3:1][C:2]1[CH:3]=[C:4]([OH:11])[C:5](=[CH:9][CH:10]=1)[C:6]([OH:8])=[O:7].S(=O)(=O)(O)O.[CH3:17]O>>[CH3:1][C:2]1[CH:3]=[C:4]([OH:11])[C:5](=[CH:9][CH:10]=1)[C:6]([O:8][CH3:17])=[O:7]. Procedure details: 4-Methylsalicylic acid (100 g, 658 mmoles) was dissolved in anhydrous methanol (500 mL) and concentrated sulfuric acid (25 mL) was added carefully. The solution was refluxed for 18 hours, then cooled to room temperature. The reaction mixture was concentrated to about 150 mL, and ethyl acetate (250 mL) was added. The ethyl acetate solution was washed twice with saturated aqueous sodium bicarbonate (250 mL portions) and then with saturated aqueous sodium chloride (100 mL). The ethyl acetate soluti...